Task: describe an organic reaction: reactants, conditions, products, and yield. Dataset: the Open Reaction Database (ORD), a public repository of structured organic reaction records The reactants are [Pd](Cl)Cl (Palladium chloride), [Cl-].[Li+] (lithium chloride), C1=CCCC=CCC1 (1,5-Cyclooctadiene). The solvent is CO (methanol). Run at time 4 hour. The product is Cl[Pd]Cl.C1=CCCC=CCC1 (1,5-cyclooctadiene dichloropalladium). Yield: 99.8%. Reaction SMILES: [Pd:1]([Cl:3])[Cl:2].[Cl-].[Li+].[CH:6]1[CH2:13][CH2:12][CH:11]=[CH:10][CH2:9][CH2:8][CH:7]=1>CO>[Cl:2][Pd:1][Cl:3].[CH:6]1[CH2:13][CH2:12][CH:11]=[CH:10][CH2:9][CH2:8][CH:7]=1 |f:1.2,5.6|. Reported procedure: Palladium chloride (3.0 g; manufactured by Wako Pure Chemical Industry), 2.1 g of lithium chloride (manufactured by Wako Pure Chemical Industry) and 40 mL of methanol were charged in a flask made of glass where inner air was substituted with highly pure argon and were stirred for 4 hours. 1,5-Cyclooctadiene (2.31 g; manufactured by Wako Pure Chemical Industry) was added to the resulting homogeneous solution and the mixture was stirred for 12 hours. The resulting yellow solid was sucked to give 4... The reactants are C(C)OC(C[C@H](C)O)=O ((S)-(+)-3-hydroxybutyric acid ethyl ester), ClC(C(OCC1=CC=CC=C1)=N)(Cl)Cl (benzyl 2,2,2-trichloroacetoimidate). Reagents/catalysts: FC(S(=O)(=O)O)(F)F (trifluoromethanesulfonic acid). The solvent is C(Cl)Cl (methylene chloride). Conditions: time 8 hour. Product: C(C)OC(C[C@H](C)OCC1=CC=CC=C1)=O ((3S)-3-(benzyloxy)butanoic acid ethyl ester). Isolated yield 200.7%. RXN SMILES: [CH2:1]([O:3][C:4](=[O:9])[CH2:5][C@@H:6]([OH:8])[CH3:7])[CH3:2].ClC(Cl)(Cl)C(=N)O[CH2:14][C:15]1[CH:20]=[CH:19][CH:18]=[CH:17][CH:16]=1>C(Cl)Cl.FC(F)(F)S(O)(=O)=O>[CH2:1]([O:3][C:4](=[O:9])[CH2:5][C@@H:6]([O:8][CH2:14][C:15]1[CH:20]=[CH:19][CH:18]=[CH:17][CH:16]=1)[CH3:7])[CH3:2]. Reported procedure: Under a nitrogen atmosphere, to a solution of (S)-(+)-3-hydroxybutyric acid ethyl ester (100 g, 0.76 mol) in methylene chloride (1.0 L), benzyl 2,2,2-trichloroacetoimidate (381 g, 1.5 mol) and trifluoromethanesulfonic acid (6.7 mL, 76 mmol) were gradually added, and the mixture was stirred at room temperature overnight. The precipitated solid was filtered, and after the mother liquid was successively washed with a saturated aqueous sodium hydrogencarbonate solution, water and saturated brine, it...